Task: describe an organic reaction: reactants, conditions, products, and yield. Dataset: the Open Reaction Database (ORD), a public repository of structured organic reaction records RXN SMILES: C(OC(=O)[NH:7][C:8]1[CH:13]=[C:12]([O:14][CH3:15])[CH:11]=[C:10]([O:16][CH3:17])[C:9]=1[F:18])(C)(C)C.FC(F)(F)C(O)=O>>[F:18][C:9]1[C:10]([O:16][CH3:17])=[CH:11][C:12]([O:14][CH3:15])=[CH:13][C:8]=1[NH2:7]. Run at time 30 minute. Yields the product FC1=C(C=C(C=C1OC)OC)N (2-Fluoro-3,5-dimethoxy-phenylamine). Procedure details: To 56.6 g (0.21 mol) of (2-fluoro-3,5-dimethoxy-phenyl)-carbamic acid tert-butyl ester, 184 mL of trifluoroacetic acid was added to give a homogeneous solution which was stirred at room temperature for 30 minutes. After 30 minutes, the reaction mixture was concentrated in vacuo. To the residue, a saturated solution of sodium bicarbonate was carefully added to pH 8. The resulting suspension was extracted two times with diethylether. The combined diethylether layers were washed one time with brine... Starting materials: C(C)(C)(C)OC(NC1=C(C(=CC(=C1)OC)OC)F)=O ((2-fluoro-3,5-dimethoxy-phenyl)-carbamic acid tert-butyl ester), FC(C(=O)O)(F)F (trifluoroacetic acid). Yield: 94.9%. The reactants are C(C)(C)(C)OC(N[C@H](C)C1=CC(=CC=C1)N1CCN(CC1)C)=O ({(R)-1-[3-(4-Methyl-piperazin-1-yl)-phenyl]ethyl}-carbamic acid tert-butyl ester), Cl (HCl). Solvent: O1CCOCC1 (1,4-Dioxane). Conditions: temperature 50 celsius. Product: CN1CCN(CC1)C=1C=C(C=CC1)[C@@H](C)N ((R)-1-[3-(4-Methyl-piperazin-1-yl)-phenyl]-ethylamine). Isolated yield 80.5%. RXN SMILES: C(OC(=O)[NH:7][C@@H:8]([C:10]1[CH:15]=[CH:14][CH:13]=[C:12]([N:16]2[CH2:21][CH2:20][N:19]([CH3:22])[CH2:18][CH2:17]2)[CH:11]=1)[CH3:9])(C)(C)C.Cl>O1CCOCC1>[CH3:22][N:19]1[CH2:20][CH2:21][N:16]([C:12]2[CH:11]=[C:10]([C@H:8]([NH2:7])[CH3:9])[CH:15]=[CH:14][CH:13]=2)[CH2:17][CH2:18]1. Procedure: To a solution of {(R)-1-[3-(4-Methyl-piperazin-1-yl)-phenyl]ethyl}-carbamic acid tert-butyl ester (0.6 g, 1.87 mmol) in 1,4-Dioxane (1.5 mL), was added 4N HCl(aq) (2 mL) at room temperature. The resulting mixture was heated at 50° C. for 5 h. After completion of the reaction, the reaction mixture was concentrated and washed with diethyl ether (5.0 mL) to afford the title compound (0.330 g). Reaction SMILES: [F:1][C:2]1[CH:7]=[CH:6][C:5]([C:8]2[O:9][C:10]3[CH:20]=[CH:19][C:18]([C:21]4[CH:22]=[C:23]([CH:27]=[CH:28][C:29]=4[CH3:30])[C:24](O)=[O:25])=[CH:17][C:11]=3[C:12]=2[C:13](=[O:16])[NH:14][CH3:15])=[CH:4][CH:3]=1.[CH:31]1[CH:32]=[CH:33][C:34]2[N:39]([OH:40])N=[N:37][C:35]=2[CH:36]=1.[CH3:41]CN=C=NCCCN(C)C.Cl.C(N(C(C)C)CC)(C)C>C(Cl)Cl>[F:1][C:2]1[CH:7]=[CH:6][C:5]([C:8]2[O:9][C:10]3[CH:20]=[CH:19][C:18]([C:21]4[CH:22]=[C:23]([C:24](=[O:25])[NH:37][C:35]5([C:34]6[CH:33]=[C:32]([CH3:31])[O:40][N:39]=6)[CH2:36][CH2:41]5)[CH:27]=[CH:28][C:29]=4[CH3:30])=[CH:17][C:11]=3[C:12]=2[C:13]([NH:14][CH3:15])=[O:16])=[CH:4][CH:3]=1 |f:2.3|. Conditions: time 12 hour. Product: FC1=CC=C(C=C1)C=1OC2=C(C1C(=O)NC)C=C(C=C2)C2=C(C=CC(=C2)C(NC2(CC2)C2=NOC(=C2)C)=O)C (2-(4-Fluorophenyl)-N-methyl-5-(2-methyl-5-(1-(5-methylisoxazol-3-yl)cyclopropylcarbamoyl)phenyl)benzofuran-3-carboxamide). The reactants are FC1=CC=C(C=C1)C=1OC2=C(C1C(NC)=O)C=C(C=C2)C=2C=C(C(=O)O)C=CC2C (3-(2-(4-fluorophenyl)-3-(methylcarbamoyl)benzofuran-5-yl)-4-methylbenzoic acid), amine, C=1C=CC2=C(C1)N=NN2O (HOBT), CCN=C=NCCCN(C)C.Cl (EDC.HCl), C(C)(C)N(CC)C(C)C (Diisopropylethylamine). Run in C(Cl)Cl (DCM). Procedure: To a mixture of 3-(2-(4-fluorophenyl)-3-(methylcarbamoyl)benzofuran-5-yl)-4-methylbenzoic acid (0.15 g, 0.37 mmol, 1 eq), amine (0.06 g, 0.43 mmol, 1.2 eq), HOBT (0.084 g, 0.62 mmol, 1.7 eq), EDC.HCl (0.127 g, 0.087 mmol, 1.8 eq) in DCM at ambient temperature under nitrogen was added Diisopropylethylamine (0.239 g, 1.8 mmol, 5.0 eq). The clear mixture was stirred at ambient temperature for 12 h. LCMS showed the desired product. The mixture was concentrated, diluted with water and extracted with ... Reactants: FC1=C(C(=O)Cl)C(=CC=C1)F (2,6-diflurobenzoyl chloride), acid chloride, ClC1=CC=C(C2=CC=CC=C12)OC1=C(C=C(N)C=C1Cl)Cl (4-(4-chloro-1-naphthoxy)-3,5-dichloroaniline), [S-]C#N.[K+] (potassium thiocyanate), C1COCCOCCOCCOCCOCCO1 (18-Crown-6). Run in CC#N (CH3CN), O (water), CC#N (CH3CN). Procedure: To a mixture of 1.4 g of potassium thiocyanate and 1.0 mg of 18-Crown-6 in 15 ml CH3CN which was cooled to 0° C. and placed under an atmosphere of nitrogen was slowly added a solution of 23 g of 2,6-diflurobenzoyl chloride in 15 ml of CH3CN. The reaction mixture was stirred for 0.5 hr at 0° C. and then allowed to warm to room temperature. After 0.5 hr at an IR spectrum of an aliquot indicated complete disappearance of the acid chloride. To the reaction mixture was then added 4.0 g of 4-(4-chloro... Product: ClC1=CC=C(C2=CC=CC=C12)OC1=C(C=C(C=C1Cl)NC(=S)NC(C1=C(C=CC=C1F)F)=O)Cl (1-(4-[4-Chloro-1-naphthoxy]-3,5-dichlorophenyl)-3-(2,6-difluorobenzoyl)thiourea). Reaction SMILES: [S-:1][C:2]#[N:3].[K+].C1OCCOCCOCCOCCOCCOC1.[F:23][C:24]1[CH:32]=[CH:31][CH:30]=[C:29]([F:33])[C:25]=1[C:26](Cl)=[O:27].[Cl:34][C:35]1[C:44]2[C:39](=[CH:40][CH:41]=[CH:42][CH:43]=2)[C:38]([O:45][C:46]2[C:52]([Cl:53])=[CH:51][C:49]([NH2:50])=[CH:48][C:47]=2[Cl:54])=[CH:37][CH:36]=1>CC#N.O>[Cl:34][C:35]1[C:44]2[C:39](=[CH:40][CH:41]=[CH:42][CH:43]=2)[C:38]([O:45][C:46]2[C:47]([Cl:54])=[CH:48][C:49]([NH:50][C:2]([NH:3][C:26](=[O:27])[C:25]3[C:24]([F:23])=[CH:32][CH:31]=[CH:30][C:29]=3[F:33])=[S:1])=[CH:51][C:52]=2[Cl:53])=[CH:37][CH:36]=1 |f:0.1|. Conditions: temperature 0 celsius, time 0.5 hour. Starting materials: CC(C(C(=O)NCC1CCC(CC1)C(=O)OCC)C1=CC=C(C=C1)CN1N=C(OCC1=O)C1=CC=CC=C1)CC (ethyl 4-{[(3-methyl-2-{4-[(5-oxo-2-phenyl-5,6-dihydro-4H-1,3,4-oxadiazin-4-yl)methyl]phenyl}pentanoyl)amino]methyl}cyclohexanecarboxylate), [OH-].[Na+] (sodium hydroxide). Solvent: C1CCOC1 (THF). The product is CC(C(C(=O)NCC1CCC(CC1)C(=O)O)C1=CC=C(C=C1)CN1N=C(OCC1=O)C1=CC=CC=C1)CC (4-{[(3-Methyl-2-{4-[(5-oxo-2-phenyl-5,6-dihydro-4H-1,3,4-oxadiazin-4-yl)methyl]phenyl}-pentanoyl)amino]methyl}cyclohexanecarboxylic acid). As a reaction SMILES: [CH3:1][CH:2]([CH2:39][CH3:40])[CH:3]([C:19]1[CH:24]=[CH:23][C:22]([CH2:25][N:26]2[C:31](=[O:32])[CH2:30][O:29][C:28]([C:33]3[CH:38]=[CH:37][CH:36]=[CH:35][CH:34]=3)=[N:27]2)=[CH:21][CH:20]=1)[C:4]([NH:6][CH2:7][CH:8]1[CH2:13][CH2:12][CH:11]([C:14]([O:16]CC)=[O:15])[CH2:10][CH2:9]1)=[O:5].[OH-].[Na+]>C1COCC1>[CH3:1][CH:2]([CH2:39][CH3:40])[CH:3]([C:19]1[CH:24]=[CH:23][C:22]([CH2:25][N:26]2[C:31](=[O:32])[CH2:30][O:29][C:28]([C:33]3[CH:34]=[CH:35][CH:36]=[CH:37][CH:38]=3)=[N:27]2)=[CH:21][CH:20]=1)[C:4]([NH:6][CH2:7][CH:8]1[CH2:13][CH2:12][CH:11]([C:14]([OH:16])=[O:15])[CH2:10][CH2:9]1)=[O:5] |f:1.2|. Reported procedure: A solution of 492 mg (0.90 mmol) of ethyl 4-{[(3-methyl-2-{4-[(5-oxo-2-phenyl-5,6-dihydro-4H-1,3,4-oxadiazin-4-yl)methyl]phenyl}pentanoyl)amino]methyl}cyclohexanecarboxylate (Example 150A) in 8 ml of THF and 4.6 ml (4.6 mmol) of 1 N aqueous sodium hydroxide solution was stirred at 60° C. for four days. After the reaction had gone to completion, the THF was removed under reduced pressure and the reaction solution was diluted with water and then adjusted to pH 2 with 1 M hydrochloric acid. The pre...